This data is from the Open Reaction Database (ORD), a public repository of structured organic reaction records. The task is: describe an organic reaction: reactants, conditions, products, and yield The reactants are C(C)(C)(C)OC(CN1C=CC2=CC=C(C=C12)O)=O ((6-hydroxy-indol-1-yl)-acetic acid tert-butyl ester), ClCC1=C(N=C(S1)C1=CC=C(C=C1)C(F)(F)F)C (5-chloromethyl-4-methyl-2-(4-trifluoromethyl-phenyl)-thiazole), C([O-])([O-])=O.[Cs+].[Cs+] (cesium carbonate), [I-].[K+] (potassium iodide). Solvent: CC(=O)C (acetone). Product: C(C)(C)(C)OC(CN1C=CC2=CC=C(C=C12)OCC1=C(N=C(S1)C1=CC=C(C=C1)C(F)(F)F)C)=O ({6-[4-Methyl-2-(4-trifluoromethyl-phenyl)-thiazol-5-ylmethoxy]-indol-1-yl}-acetic acid tert-butyl ester). Reaction SMILES: [C:1]([O:5][C:6](=[O:18])[CH2:7][N:8]1[C:16]2[C:11](=[CH:12][CH:13]=[C:14]([OH:17])[CH:15]=2)[CH:10]=[CH:9]1)([CH3:4])([CH3:3])[CH3:2].Cl[CH2:20][C:21]1[S:25][C:24]([C:26]2[CH:31]=[CH:30][C:29]([C:32]([F:35])([F:34])[F:33])=[CH:28][CH:27]=2)=[N:23][C:22]=1[CH3:36].C(=O)([O-])[O-].[Cs+].[Cs+].[I-].[K+]>CC(C)=O>[C:1]([O:5][C:6](=[O:18])[CH2:7][N:8]1[C:16]2[C:11](=[CH:12][CH:13]=[C:14]([O:17][CH2:20][C:21]3[S:25][C:24]([C:26]4[CH:27]=[CH:28][C:29]([C:32]([F:35])([F:33])[F:34])=[CH:30][CH:31]=4)=[N:23][C:22]=3[CH3:36])[CH:15]=2)[CH:10]=[CH:9]1)([CH3:4])([CH3:2])[CH3:3] |f:2.3.4,5.6|. Reported procedure: In analogy to the procedure described in example 1 a], (6-hydroxy-indol-1-yl)-acetic acid tert-butyl ester (example 6 b]) was treated with 5-chloromethyl-4-methyl-2-(4-trifluoromethyl-phenyl)-thiazole [PCT Int. Appl. (2002), WO 0292590 A1] in the presence of cesium carbonate and potassium iodide in acetone for 14 h at reflux temperature to give the title compound as yellow liquid. Reactants: CC(C)(C)OC(=O)N1CCC(c2ccc(N)c(S(C)(=O)=O)c2)CC1, Cn1c(S(=O)(=O)Cl)cc2ccccc21, CN(C)c1ccncc1, ClCCl. Yields the product Cn1c(S(=O)(=O)Nc2ccc(C3CCN(C(=O)OC(C)(C)C)CC3)cc2S(C)(=O)=O)cc2ccccc21. As a reaction SMILES: [C:1]([CH3:2])([CH3:3])([CH3:4])[O:5][C:6](=[O:7])[N:8]1[CH2:9][CH2:10][CH:11]([c:14]2[cH:15][c:16]([S:21](=[O:22])(=[O:23])[CH3:24])[c:17]([NH2:20])[cH:18][cH:19]2)[CH2:12][CH2:13]1.[CH3:25][n:26]1[c:27]([S:35](=[O:36])(=[O:37])[Cl:38])[cH:28][c:29]2[cH:30][cH:31][cH:32][cH:33][c:34]12.[CH3:42][N:43]([c:44]1[cH:45][cH:46][n:47][cH:48][cH:49]1)[CH3:50].[Cl:39][CH2:40][Cl:41]>>[C:1]([CH3:2])([CH3:3])([CH3:4])[O:5][C:6](=[O:7])[N:8]1[CH2:9][CH2:10][CH:11]([c:14]2[cH:15][c:16]([S:21](=[O:22])(=[O:23])[CH3:24])[c:17]([NH:20][S:35]([c:27]3[n:26]([CH3:25])[c:34]4[c:29]([cH:28]3)[cH:30][cH:31][cH:32][cH:33]4)(=[O:36])=[O:37])[cH:18][cH:19]2)[CH2:12][CH2:13]1. Reactants: ClC1=C(C=CC(=N1)C=O)F (6-chloro-5-fluoropyridine-2-carbaldehyde), C(OCC)(OCC)OCC (triethyl orthoformate), resultant mixture. Reagents/catalysts: C1(=CC=C(C=C1)S(=O)(=O)[O-])C.[NH+]1=CC=CC=C1 (pyridinium p-toluenesulfonate). Run in C(C)O (ethanol). The product is ClC1=NC(=CC=C1F)C(OCC)OCC (2-Chloro-6-(diethoxymethyl)-3-fluoropyridine). The yield is 81.3%. RXN SMILES: [Cl:1][C:2]1[N:7]=[C:6](C=O)[CH:5]=[CH:4][C:3]=1[F:10].[CH:11]([O:18][CH2:19][CH3:20])([O:15][CH2:16][CH3:17])OCC>C1(C)C=CC(S([O-])(=O)=O)=CC=1.[NH+]1C=CC=CC=1.C(O)C>[Cl:1][C:2]1[C:3]([F:10])=[CH:4][CH:5]=[C:6]([CH:11]([O:15][CH2:16][CH3:17])[O:18][CH2:19][CH3:20])[N:7]=1 |f:2.3|. Procedure details: To a mixed solution of a commercially available product of 6-chloro-5-fluoropyridine-2-carbaldehyde (820 mg, 5.14 mmol) and ethanol (10.0 mL) were added triethyl orthoformate (2.56 mL, 15.4 mmol) and pyridinium p-toluenesulfonate (64.6 mg, 0.257 mmol) at room temperature. The resultant mixture was stirred at 80° C. for 5 hours. The reaction mixture was concentrated under a reduced pressure, water was added to the residue, and the resultant solution was extracted with ethyl acetate two times. An ... Reactants: CC(=O)OC(C)=O, O=c1[nH]c2ccc(Cl)cc2c2cc(CO)nn12, c1ccncc1. Product: CC(=O)OCc1cc2c3cc(Cl)ccc3[nH]c(=O)n2n1. Reaction SMILES: [CH3:18][C:19](=[O:20])[O:21][C:22](=[O:23])[CH3:24].[Cl:1][c:2]1[cH:3][c:4]2[c:5]3[n:6]([c:7](=[O:12])[nH:8][c:9]2[cH:10][cH:11]1)[n:13][c:14]([CH2:16][OH:17])[cH:15]3.[cH:25]1[cH:26][cH:27][n:28][cH:29][cH:30]1>>[Cl:1][c:2]1[cH:3][c:4]2[c:5]3[n:6]([c:7](=[O:12])[nH:8][c:9]2[cH:10][cH:11]1)[n:13][c:14]([CH2:16][O:17][C:19]([CH3:18])=[O:20])[cH:15]3. Reactants: solution, C([O-])([O-])=O.[Na+].[Na+] (sodium carbonate), N(=[N+]=[N-])C(CC)C=1N=C2N(C(C1I)=O)C(=CC=C2)C (2-(1-azidopropyl)-3-iodo-6-methyl-4H-pyrido[1,2-a]pyrimidin-4-one), C1(=CC=CC=C1)B(O)O (phenylboronic acid). The reagents and catalysts are C=1C=CC(=CC1)[P](C=2C=CC=CC2)(C=3C=CC=CC3)[Pd]([P](C=4C=CC=CC4)(C=5C=CC=CC5)C=6C=CC=CC6)([P](C=7C=CC=CC7)(C=8C=CC=CC8)C=9C=CC=CC9)[P](C=1C=CC=CC1)(C=1C=CC=CC1)C=1C=CC=CC1 (tetrakis(triphenylphosphine)palladium). Run in O (water), CCOC(=O)C (EtOAc), O1CCOCC1 (1,4-dioxane). Conditions: temperature 100 celsius. Yields the product N(=[N+]=[N-])C(CC)C=1N=C2N(C(C1C1=CC=CC=C1)=O)C(=CC=C2)C (2-(1-azidopropyl)-6-methyl-3-phenyl-4H-pyrido[1,2-a]pyrimidin-4-one). The yield is 54.0%. Reaction SMILES: [N:1]([CH:4]([C:7]1[N:8]=[C:9]2[CH:18]=[CH:17][CH:16]=[C:15]([CH3:19])[N:10]2[C:11](=[O:14])[C:12]=1I)[CH2:5][CH3:6])=[N+:2]=[N-:3].[C:20]1(B(O)O)[CH:25]=[CH:24][CH:23]=[CH:22][CH:21]=1.C(=O)([O-])[O-].[Na+].[Na+]>O1CCOCC1.O.CCOC(C)=O.C1C=CC([P]([Pd]([P](C2C=CC=CC=2)(C2C=CC=CC=2)C2C=CC=CC=2)([P](C2C=CC=CC=2)(C2C=CC=CC=2)C2C=CC=CC=2)[P](C2C=CC=CC=2)(C2C=CC=CC=2)C2C=CC=CC=2)(C2C=CC=CC=2)C2C=CC=CC=2)=CC=1>[N:1]([CH:4]([C:7]1[N:8]=[C:9]2[CH:18]=[CH:17][CH:16]=[C:15]([CH3:19])[N:10]2[C:11](=[O:14])[C:12]=1[C:20]1[CH:25]=[CH:24][CH:23]=[CH:22][CH:21]=1)[CH2:5][CH3:6])=[N+:2]=[N-:3] |f:2.3.4,^1:51,53,72,91|. Procedure details: To a mixture of 2-(1-azidopropyl)-3-iodo-6-methyl-4H-pyrido[1,2-a]pyrimidin-4-one (0.11 g, 0.29 mmol) and phenylboronic acid (42.9 mg, 0.352 mmol) in 1,4-dioxane (2 mL) was added a 1 M solution of sodium carbonate (37.3 mg, 0.352 mmol) in water (0.35 mL) and tetrakis(triphenylphosphine)palladium (0) (16.9 mg, 0.0147 mmol). The reaction mixture was heated at 100° C. overnight. After cooling to rt, the mixture was diluted with EtOAc, washed with water, brine, dried over MgSO4, and concentrated. Th...